This data is from the Open Reaction Database (ORD), a public repository of structured organic reaction records. The task is: describe an organic reaction: reactants, conditions, products, and yield The reactants are NC(=O)N1CCC(C(=O)O)CC1, CN(C(=O)c1ccc(C(F)(F)F)cc1)C1CCNCC1c1ccc(Cl)c(Cl)c1, Cl. Yields the product CN(C(=O)c1ccc(C(F)(F)F)cc1)C1CCN(C(=O)C2CCN(C(N)=O)CC2)CC1c1ccc(Cl)c(Cl)c1. Reaction SMILES: [C:30]([NH2:31])(=[O:32])[N:33]1[CH2:34][CH2:35][CH:36]([C:39](=[O:40])[OH:41])[CH2:37][CH2:38]1.[Cl:2][c:3]1[cH:4][c:5]([CH:10]2[CH2:11][NH:12][CH2:13][CH2:14][CH:15]2[N:16]([C:17]([c:18]2[cH:19][cH:20][c:21]([C:24]([F:25])([F:26])[F:27])[cH:22][cH:23]2)=[O:28])[CH3:29])[cH:6][cH:7][c:8]1[Cl:9].[ClH:1]>>[Cl:2][c:3]1[cH:4][c:5]([CH:10]2[CH2:11][N:12]([C:39]([CH:36]3[CH2:35][CH2:34][N:33]([C:30]([NH2:31])=[O:32])[CH2:38][CH2:37]3)=[O:40])[CH2:13][CH2:14][CH:15]2[N:16]([C:17]([c:18]2[cH:19][cH:20][c:21]([C:24]([F:25])([F:26])[F:27])[cH:22][cH:23]2)=[O:28])[CH3:29])[cH:6][cH:7][c:8]1[Cl:9]. Starting materials: COc1ccc(S(=O)(=O)N2CC=CCC(CSc3ccccc3)C2C(=O)OC(C)(C)C)cc1, COc1ccc(S(=O)(=O)N2CCCCC(COC(C)=O)C2C(=O)O)cc1. Yields the product COc1ccc(S(=O)(=O)N2CC=CCC(CSc3ccccc3)C2C(=O)O)cc1. Reaction SMILES: [C:1]([CH3:2])([CH3:3])([CH3:4])[O:5][C:6](=[O:7])[CH:8]1[N:9]([S:23](=[O:24])(=[O:25])[c:26]2[cH:27][cH:28][c:29]([O:32][CH3:33])[cH:30][cH:31]2)[CH2:10][CH:11]=[CH:12][CH2:13][CH:14]1[CH2:15][S:16][c:17]1[cH:18][cH:19][cH:20][cH:21][cH:22]1.[C:34]([O:35][CH2:36][CH:37]1[CH2:38][CH2:39][CH2:40][CH2:41][N:42]([S:43]([c:44]2[cH:45][cH:46][c:47]([O:48][CH3:49])[cH:50][cH:51]2)(=[O:52])=[O:53])[CH:54]1[C:55]([OH:56])=[O:57])(=[O:58])[CH3:59]>>[O:5]=[C:6]([OH:7])[CH:8]1[N:9]([S:23](=[O:24])(=[O:25])[c:26]2[cH:27][cH:28][c:29]([O:32][CH3:33])[cH:30][cH:31]2)[CH2:10][CH:11]=[CH:12][CH2:13][CH:14]1[CH2:15][S:16][c:17]1[cH:18][cH:19][cH:20][cH:21][cH:22]1. Reactants: CCCCCCCCCCCCCCCC(=O)Cl, O=C([O-])O, CN(C)C=O, Nc1nc2c(ncn2C2OC(CO)C(O)C2O)c(=O)[nH]1, [Na+]. Product: CCCCCCCCCCCCCCCC(=O)C1(n2cnc3c(=O)[nH]c(N)nc32)OC(CO)C(O)C1O. As a reaction SMILES: [C:21]([CH2:22][CH2:23][CH2:24][CH2:25][CH2:26][CH2:27][CH2:28][CH2:29][CH2:30][CH2:31][CH2:32][CH2:33][CH2:34][CH2:35][CH3:36])(=[O:37])[Cl:38].[C:39](=[O:40])([OH:41])[O-:42].[CH3:44][N:45]([CH3:46])[CH:47]=[O:48].[NH2:1][c:2]1[n:3][c:4]2[n:5]([CH:12]3[O:13][CH:14]([CH2:15][OH:16])[CH:17]([OH:18])[CH:19]3[OH:20])[cH:6][n:7][c:8]2[c:9](=[O:10])[nH:11]1.[Na+:43]>>[NH2:1][c:2]1[n:3][c:4]2[n:5]([C:12]3([C:21]([CH2:22][CH2:23][CH2:24][CH2:25][CH2:26][CH2:27][CH2:28][CH2:29][CH2:30][CH2:31][CH2:32][CH2:33][CH2:34][CH2:35][CH3:36])=[O:37])[O:13][CH:14]([CH2:15][OH:16])[CH:17]([OH:18])[CH:19]3[OH:20])[cH:6][n:7][c:8]2[c:9](=[O:10])[nH:11]1. Yield: 12.0%. Starting materials: FC(C1=C(C(C2=C(C=C(C=C2)Br)F)OC2CN(C2)C(=O)NC(C)(C)C)C=CC=C1)(F)F (3-[2-(trifluoromethyl)-2′-fluoro-4′-bromobenzhydryloxy]-N-(tert-butyl)azetidine-1-carboxamide), COCCOCCOC (diglyme), C(=O)([O-])[O-].[K+].[K+] (K2CO3), (R/S)-BINAP, Mo(CO)6, N1CCCCC1 (piperidine). RXN SMILES: [F:1][C:2]([F:31])([F:30])[C:3]1[CH:29]=[CH:28][CH:27]=[CH:26][C:4]=1[CH:5]([O:14][CH:15]1[CH2:18][N:17]([C:19]([NH:21][C:22]([CH3:25])([CH3:24])[CH3:23])=[O:20])[CH2:16]1)[C:6]1[CH:11]=[CH:10][C:9](Br)=[CH:8][C:7]=1[F:13].COCCOCC[O:39][CH3:40].C([O-])([O-])=O.[K+].[K+].[NH:47]1[CH2:52][CH2:51][CH2:50][CH2:49][CH2:48]1>CC1C(P(C2C([CH2-])=CC=CC=2)C2C(C)=CC=CC=2)=CC=CC=1.CC1C(P(C2C([CH2-])=CC=CC=2)C2C(C)=CC=CC=2)=CC=CC=1.CC(O)=O.CC(O)=O.[Pd].[Pd].C1(C)C=CC=CC=1>[F:1][C:2]([F:31])([F:30])[C:3]1[CH:29]=[CH:28][CH:27]=[CH:26][C:4]=1[CH:5]([O:14][CH:15]1[CH2:18][N:17]([C:19]([NH:21][C:22]([CH3:25])([CH3:24])[CH3:23])=[O:20])[CH2:16]1)[C:6]1[CH:11]=[CH:10][C:9]([C:40](=[O:39])[N:47]2[CH2:52][CH2:51][CH2:50][CH2:49][CH2:48]2)=[CH:8][C:7]=1[F:13] |f:2.3.4,6.7.8.9.10.11|. Solvent: C1(=CC=CC=C1)C (toluene). Product: FC(C1=C(C(C2=C(C=C(C=C2)C(N2CCCCC2)=O)F)OC2CN(C2)C(=O)NC(C)(C)C)C=CC=C1)(F)F (3-[2-(trifluoromethyl)-2′-fluoro-4′-(1-piperidinyloxomethyl)benzhydryloxy]-N-(tert-butyl)azetidine-1-carboxamide). Reported procedure: A mixture of 3-[2-(trifluoromethyl)-2′-fluoro-4′-bromobenzhydryloxy]-N-(tert-butyl)-azetidine-1-carboxamide (115) (106 mg, 0.21 mmol), diglyme (1 mL), 4M K2CO3 (0.2 mL), toluene (1 mL), (R/S)-BINAP (12.1 mg), Herrmann's catalyst [CAS: 172418-32-5] (7.0 mg), Mo(CO)6 (26.0 mg) and piperidine (27 μL) was irradiated, with stirring, in a microwave reactor. Power was applied and varied to maintain the reaction at a temperature of 150° C. for a period of 15 min. After this time, the reaction was allowe... The reagents and catalysts are CC1=CC=CC=C1P(C2=CC=CC=C2C)C3=CC=CC=C3[CH2-].CC1=CC=CC=C1P(C2=CC=CC=C2C)C3=CC=CC=C3[CH2-].CC(=O)O.CC(=O)O.[Pd].[Pd] (Herrmann's catalyst). The reactants are CCOC(C)=O, NS(=O)(=O)c1cc([N+](=O)[O-])ccc1Cl, Cl[Sn]Cl. Product: Nc1ccc(Cl)c(S(N)(=O)=O)c1. RXN SMILES: [CH3:18][CH2:19][O:20][C:21]([CH3:22])=[O:23].[Cl:1][c:2]1[c:3]([S:11](=[O:12])(=[O:13])[NH2:14])[cH:4][c:5]([N+:8]([O-:9])=[O:10])[cH:6][cH:7]1.[Sn:15]([Cl:16])[Cl:17]>>[Cl:1][c:2]1[c:3]([S:11](=[O:12])(=[O:13])[NH2:14])[cH:4][c:5]([NH2:8])[cH:6][cH:7]1. Starting materials: C1CCOC1, CNC, Cc1cc(S(=O)(=O)Cl)ccc1NC(=O)c1cc(N(CC2CC2)C2CCCCC2)ncn1. Product: Cc1cc(S(=O)(=O)N(C)C)ccc1NC(=O)c1cc(N(CC2CC2)C2CCCCC2)ncn1. Reaction SMILES: [CH2:35]1[O:36][CH2:37][CH2:38][CH2:39]1.[CH3:32][NH:33][CH3:34].[CH:1]1([N:7]([c:8]2[cH:9][c:10]([C:14](=[O:15])[NH:16][c:17]3[c:18]([CH3:27])[cH:19][c:20]([S:23](=[O:24])(=[O:25])[Cl:26])[cH:21][cH:22]3)[n:11][cH:12][n:13]2)[CH2:28][CH:29]2[CH2:30][CH2:31]2)[CH2:2][CH2:3][CH2:4][CH2:5][CH2:6]1>>[CH:1]1([N:7]([c:8]2[cH:9][c:10]([C:14](=[O:15])[NH:16][c:17]3[c:18]([CH3:27])[cH:19][c:20]([S:23](=[O:24])(=[O:25])[N:33]([CH3:32])[CH3:34])[cH:21][cH:22]3)[n:11][cH:12][n:13]2)[CH2:28][CH:29]2[CH2:30][CH2:31]2)[CH2:2][CH2:3][CH2:4][CH2:5][CH2:6]1.